This data is from the Open Reaction Database (ORD), a public repository of structured organic reaction records. The task is: describe an organic reaction: reactants, conditions, products, and yield The reactants are BrC(C(=O)OCCCCCCCCCC=C)(C)C (10-undecenyl 2-bromo-2-methylpropanate), SCCC[Si](OCC)(OCC)OCC (3-mercaptopropyltriethoxysilane). Yields the product BrC(C(=O)OCCCCCCCCCCCSCCC[Si](OCC)(OCC)OCC)(C)C (11-(3-(triethoxysilyl)propylthio)undecyl 2-bromo-2-methylpropanate), compound 5. RXN SMILES: [Br:1][C:2]([CH3:18])([CH3:17])[C:3]([O:5][CH2:6][CH2:7][CH2:8][CH2:9][CH2:10][CH2:11][CH2:12][CH2:13][CH2:14][CH:15]=[CH2:16])=[O:4].[SH:19][CH2:20][CH2:21][CH2:22][Si:23]([O:30][CH2:31][CH3:32])([O:27][CH2:28][CH3:29])[O:24][CH2:25][CH3:26]>>[Br:1][C:2]([CH3:18])([CH3:17])[C:3]([O:5][CH2:6][CH2:7][CH2:8][CH2:9][CH2:10][CH2:11][CH2:12][CH2:13][CH2:14][CH2:15][CH2:16][S:19][CH2:20][CH2:21][CH2:22][Si:23]([O:30][CH2:31][CH3:32])([O:24][CH2:25][CH3:26])[O:27][CH2:28][CH3:29])=[O:4]. Procedure details: The 10-undecenyl 2-bromo-2-methylpropanate was reacted with 3-mercaptopropyltriethoxysilane in the same manner as in Example 1 to give 11-(3-(triethoxysilyl)propylthio)undecyl 2-bromo-2-methylpropanate of the chemical formula below (compound 5). Starting materials: N[C@@H](CO)C(=O)N[C@@H](CC(N)=O)C(=O)O (H-Ser-Asn-OH), ( 1 ), benzyloxycarbonyl-Gly-Gly-NHNH2, [N-]=[N+]=[N-] (azide). Product: NCC(=O)NCC(=O)N[C@@H](CO)C(=O)N[C@@H](CC(N)=O)C(=O)O (H-Gly-Gly-Ser-Asn-OH). The yield is 63.0%. Reaction SMILES: [NH2:1][C@H:2]([C:5]([NH:7][C@H:8]([C:13]([OH:15])=[O:14])[CH2:9][C:10](=[O:12])[NH2:11])=[O:6])[CH2:3][OH:4].[N-]=[N+]=[N-]>>[NH2:1][CH2:2][C:5]([NH:7][CH2:8][C:13]([NH:1][C@H:2]([C:5]([NH:7][C@H:8]([C:13]([OH:15])=[O:14])[CH2:9][C:10](=[O:12])[NH2:11])=[O:6])[CH2:3][OH:4])=[O:14])=[O:6]. Procedure: H-Ser-Asn-OH prepared in (1) and benzyloxycarbonyl-Gly-Gly-NHNH2 were condensed according to the azide method, and the reaction mixture was extracted with n-butanol to separate benzyloxycarbonyl-Gly-Gly-Ser-Asn-OH as a product. The product was subjected to catalytic hydrogenating decomposition in the presence of 5% palladium on carbon to obtain H-Gly-Gly-Ser-Asn-OH melting at 219° C. with decomposition in a yield of 63%. Starting materials: CC(=O)OC(C)=O, CC(=O)O, Cl, Cc1oc2c(NC(=O)c3c(Cl)cccc3Cl)cc(N)cc2c1C, O. Yields the product CC(=O)Nc1cc(NC(=O)c2c(Cl)cccc2Cl)c2oc(C)c(C)c2c1. RXN SMILES: [CH3:25][C:26](=[O:27])[O:28][C:29](=[O:30])[CH3:31].[CH3:33][C:34](=[O:35])[OH:36].[ClH:1].[NH2:2][c:3]1[cH:4][c:5]2[c:6]([o:7][c:8]([CH3:11])[c:9]2[CH3:10])[c:12]([NH:14][C:15]([c:16]2[c:17]([Cl:23])[cH:18][cH:19][cH:20][c:21]2[Cl:22])=[O:24])[cH:13]1.[OH2:32]>>[NH:2]([c:3]1[cH:4][c:5]2[c:6]([o:7][c:8]([CH3:11])[c:9]2[CH3:10])[c:12]([NH:14][C:15]([c:16]2[c:17]([Cl:23])[cH:18][cH:19][cH:20][c:21]2[Cl:22])=[O:24])[cH:13]1)[C:26]([CH3:25])=[O:27]. Starting materials: O=C([O-])[O-], COc1ccccc1C1CCNCC1, ClCc1nc2ccccc2[nH]1, [Cs+], [Cs+], CN(C)C=O, O. Product: COc1ccccc1C1CCN(Cc2nc3ccccc3[nH]2)CC1. As a reaction SMILES: [C:26](=[O:27])([O-:28])[O-:29].[CH3:1][O:2][c:3]1[c:4]([CH:9]2[CH2:10][CH2:11][NH:12][CH2:13][CH2:14]2)[cH:5][cH:6][cH:7][cH:8]1.[Cl:15][CH2:16][c:17]1[nH:18][c:19]2[c:20]([n:21]1)[cH:22][cH:23][cH:24][cH:25]2.[Cs+:30].[Cs+:31].[O:33]=[CH:34][N:35]([CH3:36])[CH3:37].[OH2:32]>>[CH3:1][O:2][c:3]1[c:4]([CH:9]2[CH2:10][CH2:11][N:12]([CH2:16][c:17]3[n:18][c:19]4[c:20]([nH:21]3)[cH:22][cH:23][cH:24][cH:25]4)[CH2:13][CH2:14]2)[cH:5][cH:6][cH:7][cH:8]1. Reactants: FC(C(=O)OC(C(F)(F)F)=O)(F)F (trifluoroacetic anhydride), FC(C(C(C(S(=O)(=O)O)(F)F)(F)F)(F)F)(F)F (nonafluorobutane sulfonic acid), C(C)(C)(C)C1=CC=C(C=C1)S(=O)C1=CC=C(C=C1)C(C)(C)C (bis-(4-t-butylphenyl) sulfoxide), C(C)(C)(C)C1=CC=CC=C1 (4-t-butylbenzene). Run at temperature 4 celsius, time 1 hour. Yields the product FC(C(C(C(S(=O)(=O)[O-])(F)F)(F)F)(F)F)(F)F.C(C)(C)(C)C1=CC=C(C=C1)[S+](C1=CC=C(C=C1)C(C)(C)C)C1=CC=C(C=C1)C(C)(C)C (tris-(4-t-butylphenyl) sulfonium nonafluorobutane sulfonate). Isolated yield 60.2%. Reaction SMILES: [C:1]([C:5]1[CH:10]=[CH:9][C:8]([S:11]([C:13]2[CH:18]=[CH:17][C:16]([C:19]([CH3:22])([CH3:21])[CH3:20])=[CH:15][CH:14]=2)=O)=[CH:7][CH:6]=1)([CH3:4])([CH3:3])[CH3:2].FC(F)(F)C(OC(=O)C(F)(F)F)=O.[F:36][C:37]([F:52])([F:51])[C:38]([F:50])([F:49])[C:39]([F:48])([F:47])[C:40]([F:46])([F:45])[S:41]([OH:44])(=[O:43])=[O:42].[C:53]([C:57]1[CH:62]=[CH:61][CH:60]=[CH:59][CH:58]=1)([CH3:56])([CH3:55])[CH3:54]>>[F:52][C:37]([F:36])([F:51])[C:38]([F:49])([F:50])[C:39]([F:47])([F:48])[C:40]([F:45])([F:46])[S:41]([O-:44])(=[O:43])=[O:42].[C:1]([C:5]1[CH:10]=[CH:9][C:8]([S+:11]([C:60]2[CH:61]=[CH:62][C:57]([C:53]([CH3:56])([CH3:55])[CH3:54])=[CH:58][CH:59]=2)[C:13]2[CH:18]=[CH:17][C:16]([C:19]([CH3:22])([CH3:21])[CH3:20])=[CH:15][CH:14]=2)=[CH:7][CH:6]=1)([CH3:4])([CH3:3])[CH3:2] |f:4.5|. Reported procedure: 48.18 g (0.15 mol) of bis-(4-t-butylphenyl) sulfoxide (prepared from diphenyl sulfide and t-butyl bromide via FeCl3 catalyzed alkylation and subsequent oxidation with 2-chlorobenzoic acid) was dissolved in 400 ml of 4-t-butylbenzene in a 1-liter three-neck round-bottom flask equipped with a stirrer, a thermometer, a dropping funnel, a condenser and a nitrogen inlet. The mixture was cooled to 4° C. with vigorous stirring. A solution of 63.0 g (0.30 mol) of trifluoroacetic anhydride and 45.0 g (0.... The reactants are [H-].[Na+] (Sodium hydride), C(C)N1CC(CC1)O (1-ethyl-3-pyrrolidinol), N1(CCCC1)CCOC1=CC=C(C=C1)C1=C(C2=C(S1)C=CC=C2)C(=O)C2=CC=C(C=C2)F (4-fluorophenyl 2-[4-[2-(1-pyrrolidinyl)ethoxy]phenyl]benzo[b]thiophen-3-yl ketone). Run in CN(C)C=O (DMF), CN(C)C=O (DMF), [Cl-].[Na+].O (brine). Run at time 15 minute. Yields the product N1(CCCC1)CCOC1=CC=C(C=C1)C1=C(C2=C(S1)C=CC=C2)C(=O)C2=CC=C(C=C2)OC2CN(CC2)CC (4-[(1-Ethylpyrrolidin-3-yl)oxy]phenyl 2-[4-[2-(1-Pyrrolidinyl)ethoxy]phenyl]benzo[b]thiophen-3-yl Ketone). Yield: 63.0%. As a reaction SMILES: [H-].[Na+].[CH2:3]([N:5]1[CH2:9][CH2:8][CH:7]([OH:10])[CH2:6]1)[CH3:4].[N:11]1([CH2:16][CH2:17][O:18][C:19]2[CH:24]=[CH:23][C:22]([C:25]3[S:29][C:28]4[CH:30]=[CH:31][CH:32]=[CH:33][C:27]=4[C:26]=3[C:34]([C:36]3[CH:41]=[CH:40][C:39](F)=[CH:38][CH:37]=3)=[O:35])=[CH:21][CH:20]=2)[CH2:15][CH2:14][CH2:13][CH2:12]1>CN(C=O)C.[Cl-].[Na+].O>[N:11]1([CH2:16][CH2:17][O:18][C:19]2[CH:20]=[CH:21][C:22]([C:25]3[S:29][C:28]4[CH:30]=[CH:31][CH:32]=[CH:33][C:27]=4[C:26]=3[C:34]([C:36]3[CH:41]=[CH:40][C:39]([O:10][CH:7]4[CH2:8][CH2:9][N:5]([CH2:3][CH3:4])[CH2:6]4)=[CH:38][CH:37]=3)=[O:35])=[CH:23][CH:24]=2)[CH2:12][CH2:13][CH2:14][CH2:15]1 |f:0.1,5.6.7|. Procedure details: Sodium hydride (60% oil dispersion, 38 mg) was suspended in DMF (1 mL) and stirred at ambient temperature for 15 min under argon before 1-ethyl-3-pyrrolidinol (92 μL) was added. After stirring for 15 min, 4-fluorophenyl 2-[4-[2-(1-pyrrolidinyl)ethoxy]phenyl]benzo[b]thiophen-3-yl ketone (223 mg) in 1 mL of DMF was introduced and the resulting solution was stirred at ambient temperature for 4 h. The reaction mixture was diluted with brine (50 mL) and extracted with EtOAc (3×50 mL). The combined or... The reactants are CCO, CCCc1c(C(=O)NC2CC2)nnn1-c1ccc(NC(=O)CNC(=O)OC(C)(C)C)cc1, CC(C)O, Cl. Product: CCCc1c(C(=O)NC2CC2)nnn1-c1ccc(NC(=O)CN)cc1. As a reaction SMILES: [CH3:34][CH2:35][OH:36].[CH:1]1([NH:4][C:5](=[O:6])[c:7]2[n:8][n:9][n:10](-[c:15]3[cH:16][cH:17][c:18]([NH:21][C:22]([CH2:23][NH:24][C:25](=[O:26])[O:27][C:28]([CH3:29])([CH3:30])[CH3:31])=[O:32])[cH:19][cH:20]3)[c:11]2[CH2:12][CH2:13][CH3:14])[CH2:2][CH2:3]1.[CH:37]([OH:38])([CH3:39])[CH3:40].[ClH:33]>>[CH:1]1([NH:4][C:5](=[O:6])[c:7]2[n:8][n:9][n:10](-[c:15]3[cH:16][cH:17][c:18]([NH:21][C:22]([CH2:23][NH2:24])=[O:32])[cH:19][cH:20]3)[c:11]2[CH2:12][CH2:13][CH3:14])[CH2:2][CH2:3]1. Starting materials: 2D, C(#N)C=1C=C(C=CC1)NC(N(C)CCC1=C(C=C(C=C1)B(O)O)CC)=O (4-(2-(3-(3-cyanophenyl)-1-methylureido)ethyl)-3-ethylphenylboronic acid), NC=1C=C(C(=O)N)C=CC1 (3-aminobenzamide), O.C(C=O)(=O)O (glyoxylic acid monohydrate). The product is C(N)(=O)C=1C=C(C=CC1)NC(C(=O)O)C1=CC(=C(C=C1)CCN(C(=O)NC1=CC(=CC=C1)C#N)C)CC (2-(3-carbamoylphenylamino)-2-(4-(2-(3-(3-cyanophenyl)-1-methylureido)ethyl)-3-ethylphenyl)acetic acid). Yield: 37.0%. Reaction SMILES: [C:1]([C:3]1[CH:4]=[C:5]([NH:9][C:10](=[O:26])[N:11]([CH2:13][CH2:14][C:15]2[CH:20]=[CH:19][C:18](B(O)O)=[CH:17][C:16]=2[CH2:24][CH3:25])[CH3:12])[CH:6]=[CH:7][CH:8]=1)#[N:2].[NH2:27][C:28]1[CH:29]=[C:30]([CH:34]=[CH:35][CH:36]=1)[C:31]([NH2:33])=[O:32].O.[C:38]([OH:42])(=[O:41])[CH:39]=O>>[C:31]([C:30]1[CH:29]=[C:28]([NH:27][CH:39]([C:18]2[CH:19]=[CH:20][C:15]([CH2:14][CH2:13][N:11]([CH3:12])[C:10]([NH:9][C:5]3[CH:6]=[CH:7][CH:8]=[C:3]([C:1]#[N:2])[CH:4]=3)=[O:26])=[C:16]([CH2:24][CH3:25])[CH:17]=2)[C:38]([OH:42])=[O:41])[CH:36]=[CH:35][CH:34]=1)(=[O:32])[NH2:33] |f:2.3|. Procedure details: Using a procedure analogous to that used to prepare 2D, 36E (183 mg, 0.52 mmol) was reacted with 3-aminobenzamide and glyoxylic acid monohydrate to afford 36F (95 mg, 37%) as a yellow film. MS (ESI) m/z 500.3 (M+H)+. Starting materials: O=C([O-])[O-], Cc1cnc2c(c1)[nH]c(=O)n2-c1ccc(OCc2ccccc2)cc1, [Cs+], [Cs+], CCI, CN(C)C=O, O. Product: CCn1c(=O)n(-c2ccc(OCc3ccccc3)cc2)c2ncc(C)cc21. Reaction SMILES: [C:29](=[O:30])([O-:31])[O-:32].[CH2:1]([c:2]1[cH:3][cH:4][cH:5][cH:6][cH:7]1)[O:8][c:9]1[cH:10][cH:11][c:12](-[n:15]2[c:16](=[O:25])[nH:17][c:18]3[c:19]2[n:20][cH:21][c:22]([CH3:24])[cH:23]3)[cH:13][cH:14]1.[Cs+:33].[Cs+:34].[I:26][CH2:27][CH3:28].[O:36]=[CH:37][N:38]([CH3:39])[CH3:40].[OH2:35]>>[CH2:1]([c:2]1[cH:3][cH:4][cH:5][cH:6][cH:7]1)[O:8][c:9]1[cH:10][cH:11][c:12](-[n:15]2[c:16](=[O:25])[n:17]([CH2:27][CH3:28])[c:18]3[c:19]2[n:20][cH:21][c:22]([CH3:24])[cH:23]3)[cH:13][cH:14]1.